This data is from the Open Reaction Database (ORD), a public repository of structured organic reaction records. The task is: describe an organic reaction: reactants, conditions, products, and yield The reactants are C(C)C=1N(C=CN1)C1=C(C(=O)NC2=CC=C(C(=O)N3CCC(\C(\C4=C3C=CC=C4)=C/C(=O)O)(F)F)C=C2)C=CC=C1 ((Z)-[1-[4-[2-(2-ethyl-1H-imidazol-1-yl)benzoylamino]benzoyl]-4,4-difluoro-2,3,4,5-tetrahydro-1H-1-benzazepin-5-ylidene]acetic acid), C1(CC1)N (cylopropylamine). Product: C1(CC1)NC(=O)\C=C\1/C(CCN(C2=C1C=CC=C2)C(=O)C2=CC=C(NC(C1=C(C=CC=C1)N1C(=NC=C1)CC)=O)C=C2)(F)F ((Z)-4'-[[5-[(N-cyclopropylcarbamoyl)methylene]-4,4-difluoro-2,3,4,5-tetrahydro-1H-1-benzazepin-1-yl]carbonyl]-2-(2-ethyl-1H-imidazol-1-yl) benzanilide). Reaction SMILES: [CH2:1]([C:3]1[N:4]([C:8]2[CH:41]=[CH:40][CH:39]=[CH:38][C:9]=2[C:10]([NH:12][C:13]2[CH:37]=[CH:36][C:16]([C:17]([N:19]3[C:25]4[CH:26]=[CH:27][CH:28]=[CH:29][C:24]=4/[C:23](=[CH:30]/[C:31](O)=[O:32])/[C:22]([F:35])([F:34])[CH2:21][CH2:20]3)=[O:18])=[CH:15][CH:14]=2)=[O:11])[CH:5]=[CH:6][N:7]=1)[CH3:2].[CH:42]1([NH2:45])[CH2:44][CH2:43]1>>[CH:42]1([NH:45][C:31](/[CH:30]=[C:23]2\[C:22]([F:34])([F:35])[CH2:21][CH2:20][N:19]([C:17]([C:16]3[CH:36]=[CH:37][C:13]([NH:12][C:10](=[O:11])[C:9]4[CH:38]=[CH:39][CH:40]=[CH:41][C:8]=4[N:4]4[CH:5]=[CH:6][N:7]=[C:3]4[CH2:1][CH3:2])=[CH:14][CH:15]=3)=[O:18])[C:25]3[CH:26]=[CH:27][CH:28]=[CH:29][C:24]\2=3)=[O:32])[CH2:44][CH2:43]1. Procedure details: Using 0.5 g of (Z)-[1-[4-[2-(2-ethyl-1H-imidazol-1-yl)benzoylamino]benzoyl]-4,4-difluoro-2,3,4,5-tetrahydro-1H-1-benzazepin-5-ylidene]acetic acid and 0.074 ml of cylopropylamine, a similar procedure as in Example 11 was repeated to obtain 325 mg of (Z)-4'-[[5-[(N-cyclopropylcarbamoyl)methylene]-4,4-difluoro-2,3,4,5-tetrahydro-1H-1-benzazepin-1-yl]carbonyl]-2-(2-ethyl-1H-imidazol-1-yl) benzanilide. Reported procedure: The alcohol is added to the suspension of CuSO4 in toluene. After 90 minutes at 110° C. the mixture is poured into water and extracted with ethyl ether. After washing the organic extracts to neutrality with water and anhydrifying on Na2SO4, the solvent is evaporated. 1.8 g of 4-methylene(2-indenyl)indene are obtained, after purification on a silica gel column (eluant: hexane/ethyl acetate=99/1). RXN SMILES: O.[C:2]1([CH3:8])[CH:7]=[CH:6][CH:5]=[CH:4][CH:3]=1>[O-]S([O-])(=O)=O.[Cu+2]>[CH2:8]=[C:2]1[CH:7]=[CH:6][CH:5]=[C:4]2[C:3]1=[CH:6][CH:7]=[C:2]2[C:3]1[CH2:8][C:2]2[C:7]([CH:4]=1)=[CH:6][CH:5]=[CH:4][CH:3]=2 |f:2.3|. Product: C=C1C2=CC=C(C2=CC=C1)C=1CC2=CC=CC=C2C1 (4-methylene(2-indenyl)indene). The reagents and catalysts are [O-]S(=O)(=O)[O-].[Cu+2] (CuSO4). The reactants are alcohol, C1(=CC=CC=C1)C (toluene), O (water). Starting materials: CI (methyl iodide), [H-].[Na+] (NaH), [N+](=O)([O-])C=1C=C(C=CC1)NC=1C=NC=CC1 (N-(3-Nitrophenyl)pyridin-3-amine). Solvent: CCOC(=O)C (EtOAc), C1CCOC1 (THF), C1CCOC1 (THF). Run at temperature 0 celsius, time 8 hour. Yields the product CN(C=1C=NC=CC1)C1=CC(=CC=C1)[N+](=O)[O-] (N-methyl-N-(3-nitrophenyl)pyridin-3-amine). The yield is 63.7%. Reaction SMILES: [H-].[Na+].[N+:3]([C:6]1[CH:7]=[C:8]([NH:12][C:13]2[CH:14]=[N:15][CH:16]=[CH:17][CH:18]=2)[CH:9]=[CH:10][CH:11]=1)([O-:5])=[O:4].[CH3:19]I>C1COCC1.CCOC(C)=O>[CH3:19][N:12]([C:8]1[CH:9]=[CH:10][CH:11]=[C:6]([N+:3]([O-:5])=[O:4])[CH:7]=1)[C:13]1[CH:14]=[N:15][CH:16]=[CH:17][CH:18]=1 |f:0.1|. Reported procedure: NaH (61 mg, 2.5 mmol, 1.1 eq) was added to a flame-dried round-bottom flask and anhydrous THF (6 mL) was added. The slurry was cooled to 0° C. and compound 15 (500 mg, 2.33 mmol, 1.00 eq) was added as a solution in THF (6 mL). After stirring at 0° C. for 30 minutes methyl iodide (159 μL, 2.54 mmol, 1.10 eq) was added and the reaction was allowed to warm to room temperature while stirring overnight. The reaction was diluted with EtOAc and washed with water (1×). The aqueous layer was back extract...